Dataset: the Open Reaction Database (ORD), a public repository of structured organic reaction records. Task: describe an organic reaction: reactants, conditions, products, and yield Starting materials: ClC1=C(OC2=CC(N(C2)[C@H](C(=O)O)CC(C)C)=O)C=CC=C1 ((S)-2-[4-(2-chloro-phenoxy)-2-oxo-2,5-dihydro-pyrrol-1-yl]-4-methylpentanoic acid), ON1N=NC2=C1C=CC=C2 (1-hydroxybenzotriazole), CN(CCCN=C=NCC)C (1-(3-dimethylaminopropyl)-3-ethylcarbodiimide), 200-L, CC1(OC[C@H](O1)CN1N=C(C=C1)N)C (1-((R)-2,2-dimethyl-[1,3]dioxolan-4-ylmethyl)-1H-pyrazol-3-ylamine). Run in ClCCl (dichloromethane), ClCCl (dichloromethane). Reaction conditions: temperature 4 celsius, time 5 hour. Yields the product CC1(OC[C@H](O1)CN1N=C(C=C1)NC([C@H](CC(C)C)N1C(C=C(C1)OC1=C(C=CC=C1)Cl)=O)=O)C ((S)-2-[4-(2-Chlorophenoxy)-2-oxo-2,5-dihydro-pyrrol-1-yl]-4-methyl-pentanoic acid [1-((R)-2,2-dimethyl-[1,3]dioxolan-4-ylmethyl)-1H-pyrazol-3-yl]-amide). The yield is 88.1%. RXN SMILES: [Cl:1][C:2]1[CH:22]=[CH:21][CH:20]=[CH:19][C:3]=1[O:4][C:5]1[CH2:9][N:8]([C@@H:10]([CH2:14][CH:15]([CH3:17])[CH3:16])[C:11]([OH:13])=O)[C:7](=[O:18])[CH:6]=1.[CH3:23][C:24]1([CH3:36])[O:28][C@H:27]([CH2:29][N:30]2[CH:34]=[CH:33][C:32]([NH2:35])=[N:31]2)[CH2:26][O:25]1.ON1C2C=CC=CC=2N=N1.CN(C)CCCN=C=NCC>ClCCl>[CH3:23][C:24]1([CH3:36])[O:28][C@H:27]([CH2:29][N:30]2[CH:34]=[CH:33][C:32]([NH:35][C:11](=[O:13])[C@@H:10]([N:8]3[CH2:9][C:5]([O:4][C:3]4[CH:19]=[CH:20][CH:21]=[CH:22][C:2]=4[Cl:1])=[CH:6][C:7]3=[O:18])[CH2:14][CH:15]([CH3:17])[CH3:16])=[N:31]2)[CH2:26][O:25]1. Reported procedure: To a 200-L glass-lined reactor was charged with 46.3 kg of dichloromethane (DCM). To the reactor was added additional 112.0 kg of dichloromethane followed by 11.9 kg (36.8 mol) of (S)-2-[4-(2-chloro-phenoxy)-2-oxo-2,5-dihydro-pyrrol-1-yl]-4-methylpentanoic acid and 8.0 kg (40.6 mol) of 1-((R)-2,2-dimethyl-[1,3]dioxolan-4-ylmethyl)-1H-pyrazol-3-ylamine. With agitation, to the mixture was added 0.44 kg of 1-hydroxybenzotriazole. After cooling to 4° C., 14.0 kg of 1-(3-dimethylaminopropyl)-3-ethylc... Reactants: O=C1CC2=C(C3=C(OC4=C2C=CC=C4)C=CC=C3)CC1 (2-keto-1,2,3,4-tetrahydro-tribenzo(b,d,f)-oxepine), C1=CC=CC=C1 (benzene), C(C)#N (acetonitril), [O-]CC.[Na+] (sodium-ethoxide). Product: C(#N)C=C1CC2=C(C3=C(OC4=C2C=CC=C4)C=CC=C3)CC1 (2-cyanomethylidene-1,2,3,4-tetrahydro-tribenzo(b,d,f)-oxepine). As a reaction SMILES: O=[C:2]1[CH2:20][CH2:19][C:5]2[C:6]3[CH:18]=[CH:17][CH:16]=[CH:15][C:7]=3[O:8][C:9]3[CH:14]=[CH:13][CH:12]=[CH:11][C:10]=3[C:4]=2[CH2:3]1.C1C=CC=CC=1.[O-]CC.[Na+].[C:31](#[N:33])[CH3:32]>>[C:31]([CH:32]=[C:2]1[CH2:20][CH2:19][C:5]2[C:6]3[CH:18]=[CH:17][CH:16]=[CH:15][C:7]=3[O:8][C:9]3[CH:14]=[CH:13][CH:12]=[CH:11][C:10]=3[C:4]=2[CH2:3]1)#[N:33] |f:2.3|. Reported procedure: 1 g of 2-keto-1,2,3,4-tetrahydro-tribenzo(b,d,f)-oxepine is mixed with 1 ml of benzene, 15 ml of acetonitril and 0.5 g of molecular sieve (4 A). 50 mg of sodium-ethoxide are added and the mixture is heated for 3 hours (90°-100° C). After cooling the mixture the molecular sieve is filtered off and the filtrate evaporated. Reactants: BrC=1C=C(C=CC1)O (3-bromophenol), [OH-].[Na+] (sodium hydroxide), ClC(C(C)(C)O)Cl (1,1-dichloro-2-hydroxy-2-methylpropane). The reagents and catalysts are [Br-].C(CCCCCCCCCCCCCCC)[N+](C)(C)C (Cetyltrimethyl ammonium bromide). Run in CCOCC (ether), CCOCC (ether). Run at time 18 hour. Product: BrC=1C=C(OC(C=O)(C)C)C=CC1 (2-(3-bromophenoxy)-2-methylpropanal). As a reaction SMILES: [Br:1][C:2]1[CH:3]=[C:4]([OH:8])[CH:5]=[CH:6][CH:7]=1.Cl[CH:10](Cl)[C:11](O)([CH3:13])[CH3:12].[OH-:16].[Na+]>[Br-].C([N+](C)(C)C)CCCCCCCCCCCCCCC.CCOCC>[Br:1][C:2]1[CH:3]=[C:4]([CH:5]=[CH:6][CH:7]=1)[O:8][C:11]([CH3:13])([CH3:12])[CH:10]=[O:16] |f:2.3,4.5|. Reported procedure: Cetyltrimethyl ammonium bromide (0.28 g, 0.77 mmol) was added to a solution of 3-bromophenol (6.66 g, 38.5 mmol) in 3.85M aqueous sodium hydroxide solution (10 ml), followed by a solution of 1,1-dichloro-2-hydroxy-2-methylpropane (A) (1.37 g, 9.6 mmol) in ether (20 ml). The mixture was stirred under an argon atmosphere for 18 hours then diluted with ether (50 ml), and extracted with 2M aqueous sodium hydroxide solution (4×30 ml), to remove unreacted phenol. The combined aqueous extracts were ext... Reactants: O[C@H]1CN(CC1)C1=NC=C(C(=O)NC2=CC=C(C=C2)OC(F)(F)F)C=C1C1=CC=NN1C1OCCCC1 (6-((R)-3-hydroxypyrrolidin-1-yl)-5-(1-(tetrahydro-2H-pyran-2-yl)-1H-pyrazol-5-yl)-N-(4-(trifluoromethoxy)phenyl)nicotinamide), C(=O)(C(F)(F)F)O (TFA), Si-Thiol. Solvent: C(Cl)Cl (DCM). Reaction conditions: time 15 minute. The product is O[C@H]1CN(CC1)C1=NC=C(C(=O)NC2=CC=C(C=C2)OC(F)(F)F)C=C1C1=NNC=C1 ((R)-6-(3-Hydroxypyrrolidin-1-yl)-5-(1H-pyrazol-3-yl)-N-(4-(trifluoromethoxy)phenyl)nicotinamide). As a reaction SMILES: [OH:1][C@@H:2]1[CH2:6][CH2:5][N:4]([C:7]2[C:26]([C:27]3[N:31](C4CCCCO4)[N:30]=[CH:29][CH:28]=3)=[CH:25][C:10]([C:11]([NH:13][C:14]3[CH:19]=[CH:18][C:17]([O:20][C:21]([F:24])([F:23])[F:22])=[CH:16][CH:15]=3)=[O:12])=[CH:9][N:8]=2)[CH2:3]1.C(O)(C(F)(F)F)=O>C(Cl)Cl>[OH:1][C@@H:2]1[CH2:6][CH2:5][N:4]([C:7]2[C:26]([C:27]3[CH:28]=[CH:29][NH:30][N:31]=3)=[CH:25][C:10]([C:11]([NH:13][C:14]3[CH:19]=[CH:18][C:17]([O:20][C:21]([F:24])([F:22])[F:23])=[CH:16][CH:15]=3)=[O:12])=[CH:9][N:8]=2)[CH2:3]1. Procedure details: Alternatively, Example 2 was prepared by treating a suspension of 6-((R)-3-hydroxypyrrolidin-1-yl)-5-(1-(tetrahydro-2H-pyran-2-yl)-1H-pyrazol-5-yl)-N-(4-(trifluoromethoxy)phenyl)nicotinamide (Stage 2.1, 68.3 g, 132 mmol) in DCM (1 L) with TFA (305 mL, 3959 mmol) at RT for 5.5 h. The solvent was evaporated off under reduced pressure and the residue was dissolved in EtOAc (2 L), washed with a sat. solution of NaHCO3 (3×500 mL) and brine (2×500 mL), and dried over Na2SO4. The solvent was evaporated... Reactants: C(C1=CC=2OCOC2C=C1)N (piperonylamine), C(C1=CC=CC=C1)OC1=NC2=CC=C(C=C2C(=N1)OCC1=CC=CC=C1)OC (2,4-Bisbenzyloxy-6-methoxyquinazoline). The solvent is CS(=O)C (dimethyl sulfoxide). Reaction conditions: time 1 hour. The product is C(C1=CC=CC=C1)OC1=NC2=CC=C(C=C2C(=N1)NCC1=CC2=C(C=C1)OCO2)OC (2-Benzyloxy-4-(3,4-methylenedioxybenzyl)amino-6-methoxyquinazoline). The yield is 17.9%. As a reaction SMILES: [CH2:1]([NH2:11])[C:2]1[CH:10]=[CH:9][C:8]2[O:7][CH2:6][O:5][C:4]=2[CH:3]=1.[CH2:12]([O:19][C:20]1[N:29]=[C:28](OCC2C=CC=CC=2)[C:27]2[C:22](=[CH:23][CH:24]=[C:25]([O:38][CH3:39])[CH:26]=2)[N:21]=1)[C:13]1[CH:18]=[CH:17][CH:16]=[CH:15][CH:14]=1>CS(C)=O>[CH2:12]([O:19][C:20]1[N:29]=[C:28]([NH:11][CH2:1][C:2]2[CH:10]=[CH:9][C:8]3[O:7][CH2:6][O:5][C:4]=3[CH:3]=2)[C:27]2[C:22](=[CH:23][CH:24]=[C:25]([O:38][CH3:39])[CH:26]=2)[N:21]=1)[C:13]1[CH:14]=[CH:15][CH:16]=[CH:17][CH:18]=1. Procedure: 1.25 g (8.27 mmol) of piperonylamine was added to a solution of 1.00 g (2.69 mmol) of the 2,4-bisbenzyloxy-6-methoxyquinazoline prepared in Example 90 in dimethyl sulfoxide (10 ml). The obtained mixture was stirred at 160° to 180° C. After one hour, the reaction mixture was purified by silica gel column chromatography (ethyl acetate/n-hexane) and recrystallized from ethyl acetate/n-hexane to give 0.20 g of the title compound as a colorless needle. Reactants: Cl.Cl.CNNC (1,2-Dimethylhydrazine dihydrochloride), CS(=O)(=O)Cl (Methanesulfonyl chloride), Cl (hydrochloric acid). Solvent: ice. Run at time 10 minute. The product is CS(=O)(=O)N(N(C)S(=O)(=O)C)C (1,2-Bis(methylsulfonyl)-1,2-dimethylhydrazine). Yield: 32.4%. Reaction SMILES: Cl.Cl.[CH3:3][NH:4][NH:5][CH3:6].[CH3:7][S:8](Cl)(=[O:10])=[O:9].Cl>>[CH3:7][S:8]([N:4]([CH3:3])[N:5]([S:8]([CH3:7])(=[O:10])=[O:9])[CH3:6])(=[O:10])=[O:9] |f:0.1.2|. Reported procedure: 1,2-Dimethylhydrazine dihydrochloride (2.6 g, 0.02 mol) was suspended in ice-cold dry pyridine (6 ml) and the mixture was stirred for 10 minutes. Methanesulfonyl chloride (5.0 g, 0.043 mol) was added in portions to this mixture, while maintaining the temperature between 0° and 10° C. After an additional 1 hour of stirring at 0° to 5° C., the reaction mixture was left in a freezer (-10° C.) overnight. The pH of the reaction mixture was adjusted to pH 1 with cold dilute hydrochloric acid. The soli... The reactants are ClC=1N=C(C2=C(N1)OC(CO2)(C)C)N2CCOCC2 (2-chloro-7,7-dimethyl-4-morpholin-4-yl-6,7-dihydro-[1,4]dioxino[2,3-d]pyrimidine), COC1=NC=C(C=N1)B(O)O (2-methoxypyrimidin-5-ylboronic acid), C([O-])([O-])=O.[Na+].[Na+] (sodium carbonate). Reagents/catalysts: Cl[Pd]([P](C1=CC=CC=C1)(C2=CC=CC=C2)C3=CC=CC=C3)([P](C4=CC=CC=C4)(C5=CC=CC=C5)C6=CC=CC=C6)Cl (Pd(PPh3)2Cl2). Run in C(C)#N (acetonitrile). Reaction conditions: temperature 120 celsius. The product is COC1=NC=C(C=N1)C=1N=C(C2=C(N1)OC(CO2)(C)C)N2CCOCC2 (2-(2-methoxypyrimidin-5-yl)-7,7-dimethyl-4-morpholino-6H-[1,4]dioxino[2,3-d]pyrimidine). As a reaction SMILES: Cl[C:2]1[N:3]=[C:4]([N:14]2[CH2:19][CH2:18][O:17][CH2:16][CH2:15]2)[C:5]2[O:11][CH2:10][C:9]([CH3:13])([CH3:12])[O:8][C:6]=2[N:7]=1.[CH3:20][O:21][C:22]1[N:27]=[CH:26][C:25](B(O)O)=[CH:24][N:23]=1.C(=O)([O-])[O-].[Na+].[Na+]>C(#N)C.Cl[Pd](Cl)([P](C1C=CC=CC=1)(C1C=CC=CC=1)C1C=CC=CC=1)[P](C1C=CC=CC=1)(C1C=CC=CC=1)C1C=CC=CC=1>[CH3:20][O:21][C:22]1[N:27]=[CH:26][C:25]([C:2]2[N:3]=[C:4]([N:14]3[CH2:19][CH2:18][O:17][CH2:16][CH2:15]3)[C:5]3[O:11][CH2:10][C:9]([CH3:13])([CH3:12])[O:8][C:6]=3[N:7]=2)=[CH:24][N:23]=1 |f:2.3.4,^1:42,61|. Procedure: A microwave vial was charged with 2-chloro-7,7-dimethyl-4-morpholin-4-yl-6,7-dihydro-[1,4]dioxino[2,3-d]pyrimidine from Example 104 (50 mg, 0.18 mmol), 2-methoxypyrimidin-5-ylboronic acid (42 mg, 0.27 mmol), Pd(PPh3)2Cl2 (12 mg, 0.02 mmol) and sodium carbonate (0.5 mL, 0.5 mmol, 1M aqueous solution) in acetonitrile (1.5 mL) then evacuated and back filled with nitrogen before being heated at 120° C. using microwave irradiation. The reaction mixture was loaded onto an Isolute® SCX-2 cartridge whic... Starting materials: COCCOCCl (Methoxyethoxymethyl chloride), COC=1C(=C(C=2C(C3=C(C(=C(C(=C3OC2C1F)F)O)F)F)=O)F)F (3-Methoxy-6-hydroxy-1,2,4,5,7,8,-hexafluoroxanthone), O (water). Solvent: C(Cl)Cl (CH2Cl2). Run at time 1 hour. The product is COC=1C(=C(C=2C(C3=C(C(=C(C(=C3OC2C1F)F)OCOCCOC)F)F)=O)F)F (3-methoxy-6-(2-methoxyethoxymethoxy)-1,2,4,5,7,8-hexafluoroxanthone). As a reaction SMILES: [CH3:1][O:2][CH2:3][CH2:4][O:5][CH2:6]Cl.[CH3:8][O:9][C:10]1[C:11]([F:31])=[C:12]([F:30])[C:13]2[C:14](=[O:29])[C:15]3[C:20]([O:21][C:22]=2[C:23]=1[F:24])=[C:19]([F:25])[C:18]([OH:26])=[C:17]([F:27])[C:16]=3[F:28].O>C(Cl)Cl>[CH3:8][O:9][C:10]1[C:11]([F:31])=[C:12]([F:30])[C:13]2[C:14](=[O:29])[C:15]3[C:20]([O:21][C:22]=2[C:23]=1[F:24])=[C:19]([F:25])[C:18]([O:26][CH2:6][O:5][CH2:4][CH2:3][O:2][CH3:1])=[C:17]([F:27])[C:16]=3[F:28]. Reported procedure: Methoxyethoxymethyl chloride (150 mg, 1.2 mmol) is added to a solution of Compound 47 in 10 mL dry CH2Cl2 at 20° C. The reaction mixture is stirred for 1 hour and poured into 50 mL water. The product is extracted with diethyl ether (30 mL×2) and ethyl acetate (30 mL). The combined organic extracts are washed with 5% citric acid solution (50 mL), and brine (30 mL), dried over anhydrous magnesium sulfate and concentrated in vacuo to yield 425 mg yellow oil. The crude oil is then recrystallized fro... Starting materials: O=C([C@H](O)[C@@H](O)[C@H](O)[C@H](O)C(=O)O)O (glucaric acid), O=C([C@H](O)[C@@H](O)[C@@H](O)[C@H](O)C(=O)O)O (galactaric acid). Reagents/catalysts: [Re] (rhenium). Product: galactaric acid ester, C(CCCCC(=O)O)(=O)O (adipic acid). As a reaction SMILES: [O:1]=[C:2]([OH:14])[C@@H:3]([C@H:5]([C@@H:7]([C@@H:9]([C:11]([OH:13])=[O:12])O)O)O)O.O=C(O)[C@@H]([C@H]([C@H]([C@@H](C(O)=O)O)O)O)O>[Re]>[C:11]([OH:13])(=[O:12])[CH2:9][CH2:7][CH2:5][CH2:3][C:2]([OH:14])=[O:1]. Procedure: Further, as described above, the starting material (glucaric acid or galactaric acid), rhenium catalyst, and acid catalyst are added to the reaction solvent, and reacted together at a proper temperature for a proper reaction time, then separated and purified with a conventional method (e.g., purification with silica column) to obtain glucaric acid ester or galactaric acid ester as an intermediate of adipic acid. In one embodiment, the reaction temperature ranges from 100 to 200° C., and the reac... Reactants: FC=1C=CC(=C(C1)C(CC(CO)(O)C(F)(F)F)(C)C)OC (4-(5-fluoro-2-methoxyphenyl)-4-methyl-2-trifluoromethylpentane-1,2-diol), I(=O)(=O)(=O)[O-].[Na+] (sodium periodate). Solvent: CCOCC (ether), CCCCCC (hexane), CO (MeOH). Run at time 4 hour. Yields the product FC(C(CC(C)(C)C1=C(C=CC(=C1)F)OC)=O)(F)F (1,1,1-trifluoro-4-(5-fluoro-2-methoxyphenyl)-4-methylpentan-2-one). Isolated yield 87.6%. RXN SMILES: [F:1][C:2]1[CH:3]=[CH:4][C:5]([O:20][CH3:21])=[C:6]([C:8]([CH3:19])([CH3:18])[CH2:9][C:10]([C:14]([F:17])([F:16])[F:15])([OH:13])CO)[CH:7]=1.I([O-])(=O)(=O)=O.[Na+]>CO.CCOCC.CCCCCC>[F:17][C:14]([F:15])([F:16])[C:10](=[O:13])[CH2:9][C:8]([C:6]1[CH:7]=[C:2]([F:1])[CH:3]=[CH:4][C:5]=1[O:20][CH3:21])([CH3:19])[CH3:18] |f:1.2|. Reported procedure: To a solution of 4.9 g (15.8 mmol) of the above 4-(5-fluoro-2-methoxyphenyl)-4-methyl-2-trifluoromethylpentane-1,2-diol in 100 mL of MeOH was added 10 g (45.9 mmol) of sodium periodate. The mixture was stirred for 4 hours and was then diluted with 100 mL of ether and 100 mL of hexane, filtered through diatomaceous earth and concentrated in vacuo. The crude residue was dissolved in hexane and passed through a pad of silica gel, eluting first with hexane then with EtOAc-hexane (2:98, then 4:96) to...